This data is from the Open Reaction Database (ORD), a public repository of structured organic reaction records. The task is: describe an organic reaction: reactants, conditions, products, and yield Reactants: C(C)N1NC2=CC=CC=C2C1=O (2-ethyl-1H-indazol-3(2H)-one), ClC=1N=C(C2=C(N1)C=CC(=N2)CN2CCC(CC2)C(C)(C)O)N2CCOCC2 (2-(1-((2-chloro-4-morpholinopyrido[3,2-d]pyrimidin-6-yl)methyl)piperidin-4-yl)propan-2-ol). Product: C(C)N1N(C2=CC=CC=C2C1=O)C=1N=C(C2=C(N1)C=CC(=N2)CN2CCC(CC2)C(C)(C)O)N2CCOCC2 (2-ethyl-1-(6-((4-(2-hydroxypropan-2-yl)piperidin-1-yl)methyl)-4-morpholinopyrido[3,2-d]pyrimidin-2-yl)-1H-indazol-3(2H)-one). Reaction SMILES: [CH2:1]([N:3]1[C:11](=[O:12])[C:10]2[C:5](=[CH:6][CH:7]=[CH:8][CH:9]=2)[NH:4]1)[CH3:2].Cl[C:14]1[N:15]=[C:16]([N:35]2[CH2:40][CH2:39][O:38][CH2:37][CH2:36]2)[C:17]2[N:23]=[C:22]([CH2:24][N:25]3[CH2:30][CH2:29][CH:28]([C:31]([OH:34])([CH3:33])[CH3:32])[CH2:27][CH2:26]3)[CH:21]=[CH:20][C:18]=2[N:19]=1>>[CH2:1]([N:3]1[C:11](=[O:12])[C:10]2[C:5](=[CH:6][CH:7]=[CH:8][CH:9]=2)[N:4]1[C:14]1[N:15]=[C:16]([N:35]2[CH2:40][CH2:39][O:38][CH2:37][CH2:36]2)[C:17]2[N:23]=[C:22]([CH2:24][N:25]3[CH2:30][CH2:29][CH:28]([C:31]([OH:34])([CH3:33])[CH3:32])[CH2:27][CH2:26]3)[CH:21]=[CH:20][C:18]=2[N:19]=1)[CH3:2]. Reported procedure: Following General Procedure C, 2-ethyl-1H-indazol-3(2H)-one and 2-(1-((2-chloro-4-morpholinopyrido[3,2-d]pyrimidin-6-yl)methyl)piperidin-4-yl)propan-2-ol from Example 8 were reacted to give 104. LCMS (MH+)=532.3. 1H-NMR (DMSO-d6): δ 8.39 (d, 1H), 8.09 (d, 1H), 7.82 (d, 1H), 7.78 (m, 1H), 7.70 (m, 1H), 7.33 (m, 1H), 4.54 (s, 4H), 4.32 (m, 2H), 4.00 (s, 1H), 3.85 (m, 4H), 3.68 (s, 2H), 2.90 (m, 2H), 1.97 (m, 2H), 1.64 (m, 2H), 1.29 (m, 2H), 1.16 (m, 1H), 1.07 (t, 3H), 1.03 (s, 6H) The reactants are CSCC(NN(C)c1ccc2c(c1)OCO2)C(=O)NC(=O)OC(C)(C)C, CCOC(C)=O, Cl. Product: CSCC(NN(C)c1ccc2c(c1)OCO2)C(N)=O, Cl. Reaction SMILES: [CH3:1][N:2]([c:3]1[cH:4][c:5]2[c:6]([cH:10][cH:11]1)[O:7][CH2:8][O:9]2)[NH:12][CH:13]([CH2:14][S:15][CH3:16])[C:17](=[O:18])[NH:19][C:20]([O:21][C:22]([CH3:23])([CH3:24])[CH3:25])=[O:26].[CH3:28][CH2:29][O:30][C:31](=[O:32])[CH3:33].[ClH:27]>>[CH3:1][N:2]([c:3]1[cH:4][c:5]2[c:6]([cH:10][cH:11]1)[O:7][CH2:8][O:9]2)[NH:12][CH:13]([CH2:14][S:15][CH3:16])[C:17](=[O:18])[NH2:19].[ClH:27]. Starting materials: BrC=1C=C(C2=C(CN(CO2)C(C)(C)C)C1)C1=CC(=C(C=C1)Cl)Cl (6-bromo-3-(tert-butyl)-8-(3,4-dichlorophenyl)-3,4-dihydro-2H-benzo[e][1,3]oxazine), FC(C1=CC=C(C=N1)B(O)O)(F)F ((6-(trifluoromethyl)pyridin-3-yl)boronic acid), C([O-])([O-])=O.[K+].[K+] (potassium carbonate). Run in COCCOCCOC (2-methoxyethyl ether), O (water). Conditions: temperature 68 celsius. The product is C(C)(C)(C)NCC1=C(C(=CC(=C1)C=1C=NC(=CC1)C(F)(F)F)C1=CC(=C(C=C1)Cl)Cl)O (3-((tert-butylamino)methyl)-3′,4′-dichloro-5-(6-(trifluoromethyl)pyridine-3-yl)-[1,1′-biphenyl]2-ol). Isolated yield 15.2%. RXN SMILES: Br[C:2]1[CH:3]=[C:4]([C:16]2[CH:21]=[CH:20][C:19]([Cl:22])=[C:18]([Cl:23])[CH:17]=2)[C:5]2[O:10]C[N:8]([C:11]([CH3:14])([CH3:13])[CH3:12])[CH2:7][C:6]=2[CH:15]=1.[F:24][C:25]([F:36])([F:35])[C:26]1[N:31]=[CH:30][C:29](B(O)O)=[CH:28][CH:27]=1.C(=O)([O-])[O-].[K+].[K+]>COCCOCCOC.O>[C:11]([NH:8][CH2:7][C:6]1[CH:15]=[C:2]([C:29]2[CH:30]=[N:31][C:26]([C:25]([F:36])([F:35])[F:24])=[CH:27][CH:28]=2)[CH:3]=[C:4]([C:16]2[CH:21]=[CH:20][C:19]([Cl:22])=[C:18]([Cl:23])[CH:17]=2)[C:5]=1[OH:10])([CH3:14])([CH3:12])[CH3:13] |f:2.3.4|. Procedure: A mixture of 6-bromo-3-(tert-butyl)-8-(3,4-dichlorophenyl)-3,4-dihydro-2H-benzo[e][1,3]oxazine (0.743 g, 1.80 mmol), (6-(trifluoromethyl)pyridin-3-yl)boronic acid (0.685 g, 2.0 equiv), and potassium carbonate (0.995 g, 4 equiv) in 2-methoxyethyl ether (32 mL) and water (6.5 mL) was purged with nitrogen for 20 minutes. Tetrakis(triphenylphosphine)Pd (0) (0.120 g, 5.8 mol %) was added and the resulting mixture was heated at 65-71° C. for 2 hours. The cooled reaction mixture was concentrated and th...